Dataset: the Open Reaction Database (ORD), a public repository of structured organic reaction records. Task: describe an organic reaction: reactants, conditions, products, and yield The reactants are CO, CCOC(=O)CNC(=O)NCc1cccc(I)c1, [Na+], [OH-]. Yields the product O=C1CNC(=O)N1Cc1cccc(I)c1. RXN SMILES: [CH3:21][OH:22].[I:1][c:2]1[cH:3][c:4]([CH2:5][NH:6][C:7](=[O:8])[NH:9][CH2:10][C:11](=[O:12])[O:13][CH2:14][CH3:15])[cH:16][cH:17][cH:18]1.[Na+:20].[OH-:19]>>[I:1][c:2]1[cH:3][c:4]([CH2:5][N:6]2[C:7](=[O:8])[NH:9][CH2:10][C:11]2=[O:12])[cH:16][cH:17][cH:18]1. Starting materials: C1OC=2C=C(C=CC2O1)CC(=O)OC (methyl 3,4-methylenedioxyphenylacetate), Cl[Sn](Cl)(Cl)Cl (SnCl4), O1C(=CC=C1)C(=O)Cl (2-furoyl chloride). Run in C(Cl)Cl (CH2Cl2). Yields the product O1C(=CC=C1)C(=O)C1=C(C=C2C(=C1)OCO2)CC(=O)OC (Methyl 2-(2-Furoyl)-4,5-methylenedioxyphenylacetate). The yield is 52.0%. Reaction SMILES: [CH2:1]1[O:9][C:8]2[CH:7]=[CH:6][C:5]([CH2:10][C:11]([O:13][CH3:14])=[O:12])=[CH:4][C:3]=2[O:2]1.Cl[Sn](Cl)(Cl)Cl.[O:20]1[CH:24]=[CH:23][CH:22]=[C:21]1[C:25](Cl)=[O:26]>C(Cl)Cl>[O:20]1[CH:24]=[CH:23][CH:22]=[C:21]1[C:25]([C:6]1[CH:7]=[C:8]2[O:9][CH2:1][O:2][C:3]2=[CH:4][C:5]=1[CH2:10][C:11]([O:13][CH3:14])=[O:12])=[O:26]. Procedure: The title compound was prepared from methyl 3,4-methylenedioxyphenylacetate (336 mg, 1.73 mmol) in CH2Cl2 (10 mL), SnCl4 (1.0M solution in CH2Cl2 ; 2.8 mL, 2.8 mmol) and 2-furoyl chloride (200 μL, 1.92 mmol) as a solid (120 mg, 52% yield at 46% conversion). 1H NMR (CDCl3) 7.68 (brs, 1H), 7.17 (s, 1H), 7.11 (d, 1H, J=3.5), 6.83 (s, 1H), 6.57 (m, 1H), 6.06 (s, 2H), 3.78 (s, 2H), 3.64 (s, 3H). Starting materials: ClC1=NC=CC(=C1F)C(F)(F)F (2-chloro-3-fluoro-4-(trifluoromethyl)pyridine), ClC=1C=C(C=C(C1)Cl)O (3,5-dichlorophenol), C([O-])([O-])=O.[K+].[K+] (potassium carbonate), CN1C(CCC1)=O (N-methylpyrrolidinone). Solvent: O (water). Reaction conditions: time 60 minute. The product is ClC1=NC=CC(=C1OC1=CC(=CC(=C1)Cl)Cl)C(F)(F)F (2-chloro-3-(3,5-dichlorophenoxy)-4-(trifluoromethyl)pyridine). Reaction SMILES: [Cl:1][C:2]1[CH:3]=[C:4]([OH:9])[CH:5]=[C:6]([Cl:8])[CH:7]=1.C(=O)([O-])[O-].[K+].[K+].CN1CCCC1=O.[Cl:23][C:24]1[C:29](F)=[C:28]([C:31]([F:34])([F:33])[F:32])[CH:27]=[CH:26][N:25]=1>O>[Cl:23][C:24]1[C:29]([O:9][C:4]2[CH:3]=[C:2]([Cl:1])[CH:7]=[C:6]([Cl:8])[CH:5]=2)=[C:28]([C:31]([F:32])([F:33])[F:34])[CH:27]=[CH:26][N:25]=1 |f:1.2.3|. Procedure details: To a round bottom flask charged with 3,5-dichlorophenol (1.23 g, 7.52 mmol) and potassium carbonate (1.04 g, 7.52 mmol) was added N-methylpyrrolidinone (5 mL). To this suspension under N2 was added 2-chloro-3-fluoro-4-(trifluoromethyl)pyridine (1.50 g, 7.52 mmol) and the reaction mixture was placed in an oil bath at 120° C. After 60 minutes, the reaction mixture was allowed to cool to room temperature, water (20 mL) was added and the mixture was extracted with ethyl acetate (2×25 mL). The combin... Starting materials: COC(=O)C1=C(C=CC=C1)SCCC1=CC=C(OCC(=O)O)C=C1 ([4-(2-{[2-(methoxycarbonyl)phenyl]thio}ethyl)phenoxy]acetic acid), F[B-](F)(F)F.N1(N=NC2=C1C=CC=C2)OC(=[N+](C)C)N(C)C (N-[(1H-1,2,3-Benzotriazol-1-yloxy)(dimethylamino)methylene]-N-methylmethanaminium tetrafluoroborate), C(C)N(C(C)C)C(C)C (N-ethyl-N,N-diisopropylamine), ClC1=C(CNCC)C=CC=C1 (N-(2-chlorobenzyl)-N-ethylamine). The solvent is C(Cl)Cl (DCM). Reaction conditions: time 2 hour. Yields the product ClC1=C(CN(C(COC2=CC=C(C=C2)CCSC2=C(C(=O)OC)C=CC=C2)=O)CC)C=CC=C1 (methyl 2-{[2-(4-{2-[(2-chlorobenzyl)(ethyl)amino]-2-oxoethoxy}phenyl)ethyl]thio}benzoate). The yield is 32.5%. As a reaction SMILES: [CH3:1][O:2][C:3]([C:5]1[CH:10]=[CH:9][CH:8]=[CH:7][C:6]=1[S:11][CH2:12][CH2:13][C:14]1[CH:24]=[CH:23][C:17]([O:18][CH2:19][C:20]([OH:22])=O)=[CH:16][CH:15]=1)=[O:4].[Cl:25][C:26]1[CH:35]=[CH:34][CH:33]=[CH:32][C:27]=1[CH2:28][NH:29][CH2:30][CH3:31].F[B-](F)(F)F.N1(OC(N(C)C)=[N+](C)C)C2C=CC=CC=2N=N1.C(N(C(C)C)C(C)C)C>C(Cl)Cl>[Cl:25][C:26]1[CH:35]=[CH:34][CH:33]=[CH:32][C:27]=1[CH2:28][N:29]([CH2:30][CH3:31])[C:20](=[O:22])[CH2:19][O:18][C:17]1[CH:16]=[CH:15][C:14]([CH2:13][CH2:12][S:11][C:6]2[CH:7]=[CH:8][CH:9]=[CH:10][C:5]=2[C:3]([O:2][CH3:1])=[O:4])=[CH:24][CH:23]=1 |f:2.3|. Procedure details: [4-(2-{[2-(methoxycarbonyl)phenyl]thio}ethyl)phenoxy]acetic acid (0.250 g, 0.722 mmol) was dissolved in DCM (10 ml) and N-(2-chlorobenzyl)-N-ethylamine (0.116 g, 0.686 mmol) was added. N-[(1H-1,2,3-Benzotriazol-1-yloxy)(dimethylamino)methylene]-N-methylmethanaminium tetrafluoroborate (0.255 g, 0.0.794 mmol) and N-ethyl-N,N-diisopropylamine (0.187 g, 1.443 mmol) were added. The solution was stirred for 2 hours at room temperature. The crude was purified by flash chromatography (started with isocr... Starting materials: C(C)OC(=O)C=1C=NC2=C(C=C(C=C2C1NCC1=CC(=C(C=C1)OC)Cl)Br)COC(C)=O (6-bromo-4-[[(3-chloro-4-methoxyphenyl)methyl]amino]-8-(acetoxymethyl)quinoline-3-carboxylic acid ethyl ester), C([O-])([O-])=O.[K+].[K+] (potassium carbonate). Solvent: C(C)O (ethanol). Reaction conditions: time 20 hour. The product is C(C)OC(=O)C=1C=NC2=C(C=C(C=C2C1NCC1=CC(=C(C=C1)OC)Cl)Br)CO (6-Bromo-4-[[(3-Chloro-4-methoxyphenyl)methyl]amino]-8-hydroxymethylquinoline-3-carboxylic acid ethyl ester). Yield: 96.3%. As a reaction SMILES: [CH2:1]([O:3][C:4]([C:6]1[CH:7]=[N:8][C:9]2[C:14]([C:15]=1[NH:16][CH2:17][C:18]1[CH:23]=[CH:22][C:21]([O:24][CH3:25])=[C:20]([Cl:26])[CH:19]=1)=[CH:13][C:12]([Br:27])=[CH:11][C:10]=2[CH2:28][O:29]C(=O)C)=[O:5])[CH3:2].C(=O)([O-])[O-].[K+].[K+]>C(O)C>[CH2:1]([O:3][C:4]([C:6]1[CH:7]=[N:8][C:9]2[C:14]([C:15]=1[NH:16][CH2:17][C:18]1[CH:23]=[CH:22][C:21]([O:24][CH3:25])=[C:20]([Cl:26])[CH:19]=1)=[CH:13][C:12]([Br:27])=[CH:11][C:10]=2[CH2:28][OH:29])=[O:5])[CH3:2] |f:1.2.3|. Procedure: A mixture of 1.84 mmole 6-bromo-4-[[(3-chloro-4-methoxyphenyl)methyl]amino]-8-(acetoxymethyl)quinoline-3-carboxylic acid ethyl ester (i.e., Example 14) and 1.84 mmole of potassium carbonate in 20 mL of ethanol was stirred at RT for 20 hours. The mixture was concentrated, and the residue was diluted with water and extracted with ethyl acetate. The resultant organic layer was dried over MgSO4 and filtered, and the filtrate concentrated to give 0.85 g of the title compound as a tan solid. MS: 481; ... Starting materials: FC(F)(F)c1cc(Br)ccc1S, Fc1cccc(C(F)(F)F)c1, O=S(=O)(Cl)Cl. The product is Fc1ccc(S)c(C(F)(F)F)c1. RXN SMILES: [Br:1][c:2]1[cH:3][c:4]([C:9]([F:10])([F:11])[F:12])[c:5]([SH:8])[cH:6][cH:7]1.[F:18][c:19]1[cH:20][cH:21][cH:22][c:23]([C:24]([F:25])([F:26])[F:27])[cH:28]1.[S:13]([Cl:14])([Cl:15])(=[O:16])=[O:17]>>[c:2]1([F:18])[cH:3][c:4]([C:9]([F:10])([F:11])[F:12])[c:5]([SH:8])[cH:6][cH:7]1. Reactants: O (Water), [OH-].[Na+] (sodium hydroxide), ClC1=CC=C(OC2=C(N(C3=CC=CC(=C23)NS(=O)(=O)C)CC(=O)OC(C)(C)C)C)C=C1 (3-(4-Chlorophenoxy)-2-methyl-4-[(methylsulfonyl)amino]-1H-indole-1-acetic acid, 1,1-dimethylethyl ester), [OH-].[Na+] (sodium hydroxide). Solvent: C1CCOC1 (THF). Run at temperature 55 celsius, time 3 hour. Yields the product ClC1=CC=C(OC2=C(N(C3=CC=CC(=C23)NS(=O)(=O)C)CC(=O)O)C)C=C1 (3-(4-Chlorophenoxy)-2-methyl-4-[(methylsulfonyl)amino]-1H-indole-1-acetic acid). Reaction SMILES: [OH-].[Na+].[Cl:3][C:4]1[CH:33]=[CH:32][C:7]([O:8][C:9]2[C:17]3[C:12](=[CH:13][CH:14]=[CH:15][C:16]=3[NH:18][S:19]([CH3:22])(=[O:21])=[O:20])[N:11]([CH2:23][C:24]([O:26]C(C)(C)C)=[O:25])[C:10]=2[CH3:31])=[CH:6][CH:5]=1.O>C1COCC1>[Cl:3][C:4]1[CH:5]=[CH:6][C:7]([O:8][C:9]2[C:17]3[C:12](=[CH:13][CH:14]=[CH:15][C:16]=3[NH:18][S:19]([CH3:22])(=[O:20])=[O:21])[N:11]([CH2:23][C:24]([OH:26])=[O:25])[C:10]=2[CH3:31])=[CH:32][CH:33]=1 |f:0.1|. Reported procedure: A solution of 1M sodium hydroxide (0.5 ml) was added to a stirred mixture of the product from step (v) (40 mg) in THF (1 ml). After 3 h, further 1M sodium hydroxide (1 ml) was added and the reaction heated at 55° C. for 16 h. Water (10 ml) was added and the THF evaporated under reduced pressure. The solution was acidified with 2M hydrochloric acid and the resulting solid filtered off and dried. Yield 24 mg The reactants are C1CCOC1, COc1ccc(P2(=S)SP(=S)(c3ccc(OC)cc3)S2)cc1, CN1CCN(C(=O)c2cc3ccccc3[nH]2)CC1. The product is CN1CCN(C(=S)c2cc3ccccc3[nH]2)CC1. RXN SMILES: [CH2:41]1[O:42][CH2:43][CH2:44][CH2:45]1.[CH3:19][O:20][c:21]1[cH:22][cH:23][c:24]([P:25]2(=[S:28])[S:26][P:27]([c:29]3[cH:30][cH:31][c:32]([O:33][CH3:34])[cH:35][cH:36]3)(=[S:37])[S:38]2)[cH:39][cH:40]1.[nH:1]1[c:2]([C:10](=[O:11])[N:12]2[CH2:13][CH2:14][N:15]([CH3:18])[CH2:16][CH2:17]2)[cH:3][c:4]2[cH:5][cH:6][cH:7][cH:8][c:9]12>>[nH:1]1[c:2]([C:10]([N:12]2[CH2:13][CH2:14][N:15]([CH3:18])[CH2:16][CH2:17]2)=[S:28])[cH:3][c:4]2[cH:5][cH:6][cH:7][cH:8][c:9]12. The reactants are Cc1ccccc1, N#Cc1ccc(C=C2CCN(C(=O)c3ccc(Cl)cc3)CC2)cc1, [Pd]. Product: N#Cc1ccc(CC2CCN(C(=O)c3ccc(Cl)cc3)CC2)cc1. As a reaction SMILES: [CH3:25][c:26]1[cH:27][cH:28][cH:29][cH:30][cH:31]1.[Cl:1][c:2]1[cH:3][cH:4][c:5]([C:6](=[O:7])[N:8]2[CH2:9][CH2:10][C:11](=[CH:14][c:15]3[cH:16][cH:17][c:18]([C:21]#[N:22])[cH:19][cH:20]3)[CH2:12][CH2:13]2)[cH:23][cH:24]1.[Pd:32]>>[Cl:1][c:2]1[cH:3][cH:4][c:5]([C:6](=[O:7])[N:8]2[CH2:9][CH2:10][CH:11]([CH2:14][c:15]3[cH:16][cH:17][c:18]([C:21]#[N:22])[cH:19][cH:20]3)[CH2:12][CH2:13]2)[cH:23][cH:24]1.